From a dataset of the Open Reaction Database (ORD), a public repository of structured organic reaction records. describe an organic reaction: reactants, conditions, products, and yield The reactants are ClCCCI, [H-], O=C1CCc2cc([N+](=O)[O-])ccc2N1, [Na+], CN(C)C=O. Product: O=C1CCc2cc([N+](=O)[O-])ccc2N1CCCCl. Reaction SMILES: [Cl:17][CH2:18][CH2:19][CH2:20][I:21].[H-:15].[N+:1](=[O:2])([O-:3])[c:4]1[cH:5][c:6]2[c:11]([cH:12][cH:13]1)[NH:10][C:9](=[O:14])[CH2:8][CH2:7]2.[Na+:16].[O:22]=[CH:23][N:24]([CH3:25])[CH3:26]>>[N+:1](=[O:2])([O-:3])[c:4]1[cH:5][c:6]2[c:11]([cH:12][cH:13]1)[N:10]([CH2:20][CH2:19][CH2:18][Cl:17])[C:9](=[O:14])[CH2:8][CH2:7]2. Starting materials: [O-]P(=O)([O-])[O-].[K+].[K+].[K+] (K3PO4), [N+](=O)([O-])C1=C(C=CC=C1)Cl (2-nitrochlorobenzene), COC1=CC=C(C=C1)N (p-anisidine), ligand 1. Reagents/catalysts: C=1C=CC(=CC1)/C=C/C(=O)/C=C/C2=CC=CC=C2.C=1C=CC(=CC1)/C=C/C(=O)/C=C/C2=CC=CC=C2.C=1C=CC(=CC1)/C=C/C(=O)/C=C/C2=CC=CC=C2.[Pd].[Pd] (Pd2(dba)3), CC(C)(C)[O-].[Na+] (NaOt-Bu). Run in CCOCC (ether), CCCCCCCCCCCC (dodecane), COCCOC (DME). Run at temperature 100 celsius, time 10 minute. Product: [N+](=O)([O-])C1=C(C=CC=C1)NC1=CC=C(OC)C=C1 (N-(2-Nitrophenyl)-p-anisidine). Yield: 97.4%. RXN SMILES: [O-]P([O-])([O-])=O.[K+].[K+].[K+].[N+:9]([C:12]1[CH:17]=[CH:16][CH:15]=[CH:14][C:13]=1Cl)([O-:11])=[O:10].[CH3:19][O:20][C:21]1[CH:26]=[CH:25][C:24]([NH2:27])=[CH:23][CH:22]=1>COCCOC.CCOCC.CCCCCCCCCCCC.C1C=CC(/C=C/C(/C=C/C2C=CC=CC=2)=O)=CC=1.C1C=CC(/C=C/C(/C=C/C2C=CC=CC=2)=O)=CC=1.C1C=CC(/C=C/C(/C=C/C2C=CC=CC=2)=O)=CC=1.[Pd].[Pd].CC([O-])(C)C.[Na+]>[N+:9]([C:12]1[CH:17]=[CH:16][CH:15]=[CH:14][C:13]=1[NH:27][C:24]1[CH:25]=[CH:26][C:21]([O:20][CH3:19])=[CH:22][CH:23]=1)([O-:11])=[O:10] |f:0.1.2.3,9.10.11.12.13,14.15|. Reported procedure: Pd2(dba)3 (4.6 mg, 0.005 mmol, 1 mol % Pd), ligand 1 (see FIG. 1) (8.4 mg, 0.02 mmol) and NaOt-Bu (2 mg, 0.02 mmol) were stirred in 1 mL DME (anhy). After 10 minutes, the solution was added to a test tube containing (under an Argon atmosphere) K3PO4 (297 mg, 1.4 mmol), 2-nitrochlorobenzene (158 mg, 1.0 mmol), and p-anisidine (148 mg, 1.2 mmol). The test tube was capped and heated at 100° C. for 35 hours. The reaction mixture was cooled to r.t., diluted with ether and dodecane was added as an int... Reactants: CN(C)CCC[Mg+], [Cl-], ClC1c2ccccc2C=Cc2ccccc21, Cl, C1CCOC1. The product is CN(C)CCCC1c2ccccc2C=Cc2ccccc21, Cl. Reaction SMILES: [CH3:2][N:3]([CH2:4][CH2:5][CH2:6][Mg+:7])[CH3:8].[Cl-:1].[Cl:9][CH:10]1[c:11]2[c:12]([cH:21][cH:22][cH:23][cH:24]2)[CH:13]=[CH:14][c:15]2[c:16]1[cH:17][cH:18][cH:19][cH:20]2.[ClH:25].[O:26]1[CH2:27][CH2:28][CH2:29][CH2:30]1>>[CH3:2][N:3]([CH2:4][CH2:5][CH2:6][CH:10]1[c:11]2[c:12]([cH:21][cH:22][cH:23][cH:24]2)[CH:13]=[CH:14][c:15]2[c:16]1[cH:17][cH:18][cH:19][cH:20]2)[CH3:8].[ClH:9]. Reactants: ClCCl, O=C(Cl)CCl, CC(N)CO. Product: CC(CO)NC(=O)CCl. Reaction SMILES: [Cl:11][CH2:12][Cl:13].[Cl:6][CH2:7][C:8](=[O:9])[Cl:10].[NH2:1][CH:2]([CH2:3][OH:4])[CH3:5]>>[NH:1]([CH:2]([CH2:3][OH:4])[CH3:5])[C:8]([CH2:7][Cl:6])=[O:9]. Reactants: N=1NN=C(C1)C(=O)OCC (Ethyl 2H-1,2,3-triazole-4-carboxylate), FC(OC1=CC=C(C=C1)B(O)O)(F)F (4-(trifluoromethoxy)phenylboronic acid), O (Water), N1=CC=CC=C1 (pyridine). Reagents/catalysts: C(C)(=O)O[Cu]OC(C)=O (diacetoxy copper). The solvent is CC(=O)N(C)C (DMA), C(C)(=O)OCC (ethyl acetate). Run at time 48 hour. The product is FC(OC1=CC=C(C=C1)N1N=CC(=N1)C(=O)OCC)(F)F (Ethyl 2-(4-(trifluoromethoxy)phenyl)-2H-1,2,3-triazole-4-carboxylate). The yield is 24.2%. As a reaction SMILES: [N:1]1[NH:2][N:3]=[C:4]([C:6]([O:8][CH2:9][CH3:10])=[O:7])[CH:5]=1.[F:11][C:12]([F:24])([F:23])[O:13][C:14]1[CH:19]=[CH:18][C:17](B(O)O)=[CH:16][CH:15]=1.N1C=CC=CC=1.O>CC(N(C)C)=O.C(O[Cu]OC(=O)C)(=O)C.C(OCC)(=O)C>[F:11][C:12]([F:23])([F:24])[O:13][C:14]1[CH:19]=[CH:18][C:17]([N:2]2[N:3]=[C:4]([C:6]([O:8][CH2:9][CH3:10])=[O:7])[CH:5]=[N:1]2)=[CH:16][CH:15]=1. Procedure details: Ethyl 2H-1,2,3-triazole-4-carboxylate (CAS 1084802-21-0) (250 mg, 1.77 mmol, Eq: 1.00), 4-(trifluoromethoxy)phenylboronic acid (730 mg, 3.54 mmol, Eq: 2) and diacetoxy copper (644 mg, 3.54 mmol, Eq: 2) were dissolved in DMA (8.86 ml). Then pyridine (560 mg, 572 μl, 7.09 mmol, Eq: 4) was added and the reaction mixture was stirred at rt for 48 hours. Water and ethyl acetate were added to the reaction mixture. The organic layer was separated, washed with brine, dried over MgSO4 and evaporated. The ... Reactants: CCC(=O)CC, O=Cc1ccc(Cl)cc1, Cl, [K+], [OH-], O. Product: CCC(=O)C(C)=Cc1ccc(Cl)cc1. Reaction SMILES: [CH3:12][CH2:13][C:14]([CH2:15][CH3:16])=[O:17].[Cl:1][c:2]1[cH:3][cH:4][c:5]([CH:6]=[O:7])[cH:8][cH:9]1.[ClH:18].[K+:11].[OH-:10].[OH2:19]>>[Cl:1][c:2]1[cH:3][cH:4][c:5]([CH:6]=[C:13]([CH3:12])[C:14]([CH2:15][CH3:16])=[O:17])[cH:8][cH:9]1. Reactants: C(C1=CC=CC=C1)(=O)OCC1OC(C2OC(CC21)=O)SC2=CC=CC=C2 (4-(Benzoyloxy)methylhexahydro-6-phenylthiofuro[3,4-b]furan-2-one). Reagents/catalysts: [Ni] (Ni). Solvent: C(C)O (ethanol). Product: C(C1=CC=CC=C1)(=O)OC[C@H]1OC[C@@H]2OC(C[C@@H]21)=O ((3aR, 4S, 6aR)-4-(Bezoyloxy)methylhexahydrofuro[3,4-b]furan-2-one). The yield is 36.4%. Reaction SMILES: [C:1]([O:9][CH2:10][CH:11]1[CH:18]2[CH:14]([O:15][C:16](=[O:19])[CH2:17]2)[CH:13](SC2C=CC=CC=2)[O:12]1)(=[O:8])[C:2]1[CH:7]=[CH:6][CH:5]=[CH:4][CH:3]=1>[Ni].C(O)C>[C:1]([O:9][CH2:10][C@@H:11]1[C@@H:18]2[C@@H:14]([O:15][C:16](=[O:19])[CH2:17]2)[CH2:13][O:12]1)(=[O:8])[C:2]1[CH:7]=[CH:6][CH:5]=[CH:4][CH:3]=1. Procedure details: A 3-neck, 1000 mL round-bottom flask, equipped for overhead mechanical stirring, was charged with 29.6 g of 8 (80 mmol), 500 mL of ethanol and approximately 30 g of Raney-Ni (Aldrich, which had been washed to neutrality with distilled water). The resulting slurry was heated at reflux for 5 h while stirring vigorously. The reaction mixture was then cooled to room temperature, and the solids were carefully filtered off through a pad of celite. The residue was washed thoroughly with ethanol, and th...